From a dataset of the Open Reaction Database (ORD), a public repository of structured organic reaction records. describe an organic reaction: reactants, conditions, products, and yield Starting materials: CC(=O)O[BH-](OC(C)=O)OC(C)=O, CC(=O)O, CC(C)=O, CC(Cl)Cl, CSc1ccc(S(=O)(=O)CC2CC(N)CCC2N2CCC(c3cccc(C(F)(F)F)c3)=CC2=O)cc1, [Na+]. Yields the product CSc1ccc(S(=O)(=O)CC2CC(NC(C)C)CCC2N2CCC(c3cccc(C(F)(F)F)c3)=CC2=O)cc1. As a reaction SMILES: [C:45]([O:46][BH-:47]([O:48][C:49](=[O:50])[CH3:51])[O:52][C:53](=[O:54])[CH3:55])(=[O:56])[CH3:57].[CH3:37][C:38](=[O:39])[OH:40].[CH3:41][C:42]([CH3:43])=[O:44].[Cl:59][CH:60]([Cl:61])[CH3:62].[NH2:1][CH:2]1[CH2:3][CH:4]([CH2:25][S:26](=[O:27])(=[O:28])[c:29]2[cH:30][cH:31][c:32]([S:35][CH3:36])[cH:33][cH:34]2)[CH:5]([N:8]2[C:9](=[O:24])[CH:10]=[C:11]([c:14]3[cH:15][c:16]([C:20]([F:21])([F:22])[F:23])[cH:17][cH:18][cH:19]3)[CH2:12][CH2:13]2)[CH2:6][CH2:7]1.[Na+:58]>>[NH:1]([CH:2]1[CH2:3][CH:4]([CH2:25][S:26](=[O:27])(=[O:28])[c:29]2[cH:30][cH:31][c:32]([S:35][CH3:36])[cH:33][cH:34]2)[CH:5]([N:8]2[C:9](=[O:24])[CH:10]=[C:11]([c:14]3[cH:15][c:16]([C:20]([F:21])([F:22])[F:23])[cH:17][cH:18][cH:19]3)[CH2:12][CH2:13]2)[CH2:6][CH2:7]1)[CH:42]([CH3:41])[CH3:43]. Starting materials: OBO, COc1ccc2c(Oc3ccc(OCCN4CCCCC4)cc3)c(OS(=O)(=O)C(F)(F)F)ccc2c1, C1CCC(P(C2CCCCC2)C2CCCCC2)CC1, [Cs+], [F-], Fc1cccc(F)c1F. The product is COc1ccc2c(Oc3ccc(OCCN4CCCCC4)cc3)c(-c3cc(F)c(F)c(F)c3)ccc2c1. RXN SMILES: [BH:37]([OH:38])[OH:39].[CH3:1][O:2][c:3]1[cH:4][c:5]2[cH:6][cH:7][c:8]([O:29][S:30]([C:31]([F:32])([F:33])[F:34])(=[O:35])=[O:36])[c:9]([O:13][c:14]3[cH:15][cH:16][c:17]([O:20][CH2:21][CH2:22][N:23]4[CH2:24][CH2:25][CH2:26][CH2:27][CH2:28]4)[cH:18][cH:19]3)[c:10]2[cH:11][cH:12]1.[CH:51]1([P:52]([CH:53]2[CH2:54][CH2:55][CH2:56][CH2:57][CH2:58]2)[CH:59]2[CH2:60][CH2:61][CH2:62][CH2:63][CH2:64]2)[CH2:65][CH2:66][CH2:67][CH2:68][CH2:69]1.[Cs+:50].[F-:49].[F:40][c:41]1[cH:42][cH:43][cH:44][c:45]([F:48])[c:46]1[F:47]>>[CH3:1][O:2][c:3]1[cH:4][c:5]2[cH:6][cH:7][c:8](-[c:43]3[cH:42][c:41]([F:40])[c:46]([F:47])[c:45]([F:48])[cH:44]3)[c:9]([O:13][c:14]3[cH:15][cH:16][c:17]([O:20][CH2:21][CH2:22][N:23]4[CH2:24][CH2:25][CH2:26][CH2:27][CH2:28]4)[cH:18][cH:19]3)[c:10]2[cH:11][cH:12]1. The yield is 49.3%. Run at time 15 hour. RXN SMILES: [C:1]([O:5][C:6]([NH:8][CH2:9][C:10]1[CH:11]=[C:12]([CH:22]=[CH:23][C:24]=1[O:25][CH3:26])[C:13]([C:15]1([C:18]([O:20][CH3:21])=[O:19])[CH2:17][CH2:16]1)=[O:14])=[O:7])([CH3:4])([CH3:3])[CH3:2].[BH4-].[Na+].O.Cl>C(O)C.O1CCCC1.C(OCC)(=O)C>[C:1]([O:5][C:6]([NH:8][CH2:9][C:10]1[CH:11]=[C:12]([CH:13]([OH:14])[C:15]2([C:18]([O:20][CH3:21])=[O:19])[CH2:16][CH2:17]2)[CH:22]=[CH:23][C:24]=1[O:25][CH3:26])=[O:7])([CH3:4])([CH3:3])[CH3:2] |f:1.2|. Yields the product C(C)(C)(C)OC(=O)NCC=1C=C(C=CC1OC)C(C1(CC1)C(=O)OC)O (Methyl 1-[(3-{[(t-butoxycarbonyl)amino]methyl}-4-methoxyphenyl)(hydroxy)methyl]-1-cyclopropanecarboxylate). Reactants: C(C)(C)(C)OC(=O)NCC=1C=C(C(=O)C2(CC2)C(=O)OC)C=CC1OC (methyl 1-(3-{[(t-butoxycarbonyl)amino]methyl}-4-methoxybenzoyl)-1-cyclopropanecarboxylate), [BH4-].[Na+] (sodium borohydride), O (water), Cl (hydrochloric acid). Solvent: C(C)O (ethanol), O1CCCC1 (tetrahydrofuran), C(C)(=O)OCC (ethyl acetate). Reported procedure: To a solution of 0.974 g of methyl 1-(3-{[(t-butoxycarbonyl)amino]methyl}-4-methoxybenzoyl)-1-cyclopropanecarboxylate in 30 ml of ethanol and 10 ml of tetrahydrofuran was added 0.112 g of sodium borohydride, and the mixture was stirred at room temperature for 15 hours. 50 ml of water, 100 ml of ethyl acetate and 5 ml of hydrochloric acid (2N) were added, and the organic layer was dried over magnesium sulfate and concentrated. The residue was purified by silica gel column chromatography, to give ...